Dataset: the Open Reaction Database (ORD), a public repository of structured organic reaction records. Task: describe an organic reaction: reactants, conditions, products, and yield Starting materials: CC1=[N+](C=CC2=C1OCO2)[O-] (2-Methyl-3,4-methylenedioxypyridine-N-oxide), C(C)(=O)OC(C)=O (acetic anhydride). Run at temperature 110 celsius, time 30 minute. Yields the product OCC1=NC=CC2=C1OCO2 (2-Hydroxymethyl-3,4-methylenedioxypyridine). As a reaction SMILES: [CH3:1][C:2]1[C:7]2[O:8][CH2:9][O:10][C:6]=2[CH:5]=[CH:4][N+:3]=1[O-].C(OC(=O)C)(=[O:14])C>>[OH:14][CH2:1][C:2]1[C:7]2[O:8][CH2:9][O:10][C:6]=2[CH:5]=[CH:4][N:3]=1. Reported procedure: 2-Methyl-3,4-methylenedioxypyridine-N-oxide (120 mg, 0.78 mmol) was dissolved in acetic anhydride (10 ml) and the solution was heated at 110° C. for 15 min, whereupon the mixture was concentrated under reduced pressure. The residue was dissolved in methanol (20 ml) and sodium hydroxide (3 drops, 6M) was added. After 30 min at ambient temperature the mixture was neutralised with acetic acid (pH 6) and concentrated under reduced pressure. The residue was chromatographed on silica (hexane/ethyl ace... The reactants are CCOC(C)=O, [I-], [K+], O=N[O-], Nc1cc2c(cc1Cl)C(=O)NC2=O, [Na+], C1CCOC1, O, O=S(=O)(O)O. Yields the product O=C1NC(=O)c2cc(I)c(Cl)cc21. As a reaction SMILES: [C:26]([O:27][CH2:28][CH3:29])(=[O:30])[CH3:31].[I-:24].[K+:23].[N:19]([O-:20])=[O:21].[NH2:1][c:2]1[cH:3][c:4]2[c:8]([cH:9][c:10]1[Cl:11])[C:7](=[O:12])[NH:6][C:5]2=[O:13].[Na+:22].[O:32]1[CH2:33][CH2:34][CH2:35][CH2:36]1.[OH2:25].[S:14](=[O:15])(=[O:16])([OH:17])[OH:18]>>[c:2]1([I:24])[cH:3][c:4]2[c:8]([cH:9][c:10]1[Cl:11])[C:7](=[O:12])[NH:6][C:5]2=[O:13]. Starting materials: [OH-].[K+] (KOH), aldehydes, S(=O)(=O)([O-])[O-].[Na+].[Na+] (sodium sulphate), CC(C=O)=CC(CC(=CC)C)C (2,4,6-Trimethyl-2,6-octadienal), NC1=CC=CC=C1 (aniline). Run in CCOCC (ether), CCOCC (ether). Conditions: time 1 hour. Yields the product CC1CC(=C(C(C1)(C)C)C=O)C (4-Methyl-β-cyclocitral). Reaction SMILES: [CH3:1][C:2](=[CH:5][CH:6]([CH3:12])[CH2:7][C:8]([CH3:11])=[CH:9][CH3:10])[CH:3]=O.NC1C=CC=CC=1.S([O-])([O-])(=O)=[O:21].[Na+].[Na+].[OH-].[K+]>CCOCC>[CH3:12][CH:6]1[CH2:5][C:2]([CH3:3])([CH3:1])[C:9]([CH:10]=[O:21])=[C:8]([CH3:11])[CH2:7]1 |f:2.3.4,5.6|. Procedure: A mixture of the two isomeric aldehydes obtained according to paragraph (d) (36.5 g.), aniline (21.4 g.) and anhydrous sodium sulphate (20 g.) in 55 ml. of ether was left at 20° under stirring during one night. After having filtered washed and concentrated to the initial volume the solution was poured with vigorous stirring into 221 ml. of conc. H2SO4 and 22.1 g. of ice. The temperature was kept between -20 and -25° during 1 h., and the mixture was then added to 300 g. of ice and immediately dis... Reactants: N1N=CC=2C1=CN=CC2 (1H-Pyrazolo[3,4-c]pyridine), FC(CI)(F)F (1,1,1-trifluoro-2-iodoethane). Reagents/catalysts: [Pt](=O)=O (platinum(IV) oxide). Yields the product FC(CN1N=CC2=C1CNCC2)(F)F (1-(2,2,2-trifluoroethyl)-4,5,6,7-tetrahydro-1H-pyrazolo[3,4-c]pyridine). As a reaction SMILES: [NH:1]1[C:5]2=[CH:6][N:7]=[CH:8][CH:9]=[C:4]2[CH:3]=[N:2]1.[F:10][C:11]([F:15])([F:14])[CH2:12]I>[Pt](=O)=O>[F:10][C:11]([F:15])([F:14])[CH2:12][N:1]1[C:5]2[CH2:6][NH:7][CH2:8][CH2:9][C:4]=2[CH:3]=[N:2]1. Procedure: 1H-Pyrazolo[3,4-c]pyridine was alkylated with 1,1,1-trifluoro-2-iodoethane, then reduced via hydrogenation over platinum(IV) oxide to afford 1-(2,2,2-trifluoroethyl)-4,5,6,7-tetrahydro-1H-pyrazolo[3,4-c]pyridine. Starting materials: C([O-])([O-])=O.[K+].[K+] (potassium carbonate), FC1=CC=C(C=C1)C(CCCN1CCN(CC1)CC1CO1)C1=CC=C(C=C1)F (1-[4,4-bis(4-fluorophenyl)butyl]-4-(2,3-epoxypropyl)piperazine), NC1=CC=CC=C1 (aniline). Solvent: CN(C)C=O (DMF). Yields the product FC1=CC=C(C=C1)C(CCCN1CCN(CC1)CC(CNC1=CC=CC=C1)O)C1=CC=C(C=C1)F (1-[4,4-Bis(4-fluorophenyl)butyl]-4-(2-hydroxy-3-phenylaminopropyl)piperazine). Isolated yield 10.4%. Reaction SMILES: [F:1][C:2]1[CH:7]=[CH:6][C:5]([CH:8]([C:22]2[CH:27]=[CH:26][C:25]([F:28])=[CH:24][CH:23]=2)[CH2:9][CH2:10][CH2:11][N:12]2[CH2:17][CH2:16][N:15]([CH2:18][CH:19]3[O:21][CH2:20]3)[CH2:14][CH2:13]2)=[CH:4][CH:3]=1.[NH2:29][C:30]1[CH:35]=[CH:34][CH:33]=[CH:32][CH:31]=1.C(=O)([O-])[O-].[K+].[K+]>CN(C=O)C>[F:28][C:25]1[CH:24]=[CH:23][C:22]([CH:8]([C:5]2[CH:6]=[CH:7][C:2]([F:1])=[CH:3][CH:4]=2)[CH2:9][CH2:10][CH2:11][N:12]2[CH2:17][CH2:16][N:15]([CH2:18][CH:19]([OH:21])[CH2:20][NH:29][C:30]3[CH:35]=[CH:34][CH:33]=[CH:32][CH:31]=3)[CH2:14][CH2:13]2)=[CH:27][CH:26]=1 |f:2.3.4|. Procedure: 3.86 g (0.01 mol) of 1-[4,4-bis(4-fluorophenyl)butyl]-4-(2,3-epoxypropyl)piperazine and 0.93 g (0.01 mol) of aniline were refluxed with heating with 200 ml of DMF for 21 hours in the presence of a catalytic amount of an alkali such as potassium carbonate. DMF was distilled off under reduced pressure, and a residue was extracted with ethyl acetate. After washing with water and drying, the ethyl acetate was distilled off under reduced pressure to obtain 5 g of a crude subject compound of a viscous...